From a dataset of the Open Reaction Database (ORD), a public repository of structured organic reaction records. describe an organic reaction: reactants, conditions, products, and yield Reactants: 435, C(CCCCCCCCCCC)O (1-dodecanol), C(C(O)C1=CC=CC=C1)(=O)OCC (ethyl mandelate). Conditions: temperature 60 celsius. The product is C(C(O)C1=CC=CC=C1)(=O)OCCCCCCCCCCCC (lauryl mandelate). The yield is 62.3%. Reaction SMILES: [CH2:1]([OH:13])[CH2:2][CH2:3][CH2:4][CH2:5][CH2:6][CH2:7][CH2:8][CH2:9][CH2:10][CH2:11][CH3:12].[C:14](OCC)(=[O:23])[CH:15]([C:17]1[CH:22]=[CH:21][CH:20]=[CH:19][CH:18]=1)[OH:16]>>[C:14]([O:13][CH2:1][CH2:2][CH2:3][CH2:4][CH2:5][CH2:6][CH2:7][CH2:8][CH2:9][CH2:10][CH2:11][CH3:12])(=[O:23])[CH:15]([C:17]1[CH:22]=[CH:21][CH:20]=[CH:19][CH:18]=1)[OH:16]. Reported procedure: A mixture of Novozym® 435 (2.21 g), molecular sieves (18.60 g), 1-dodecanol (3.76 g), and ethyl mandelate (3.61 g) in a 150 mL beaker was maintained at 60° C. in a convection oven for 28 hours. Upon work-up, 4.0 g of lauryl mandelate (56% yield) was obtained as a clear viscous liquid. The purity of the product was >95% as assessed by HPLC-DAD. Starting materials: ClC1=CC=C(C(C2=CC=CC=C2)N2CCN(CC2)CCN)C=C1 (4-(4-chlorobenzhydryl)piperazin-1-ylethylamine), C(C(C)C)C1=CC(=NN1C1=CC=CC=C1)C=O (5-iso-butyl-1-phenylpyrazole-3-carbaldehyde). The product is C(C(C)C)C1=CC(=NN1C1=CC=CC=C1)CNCCN1CCN(CC1)C(C1=CC=C(C=C1)Cl)C1=CC=CC=C1 (5-iso-butyl-3-{2-[4-(4-chlorobenzhydryl)piperazin-1-yl]ethyl}aminomethyl-1-phenylpyrazole). Yield: 95.0%. As a reaction SMILES: [Cl:1][C:2]1[CH:23]=[CH:22][C:5]([CH:6]([N:13]2[CH2:18][CH2:17][N:16]([CH2:19][CH2:20][NH2:21])[CH2:15][CH2:14]2)[C:7]2[CH:12]=[CH:11][CH:10]=[CH:9][CH:8]=2)=[CH:4][CH:3]=1.[CH2:24]([C:28]1[N:32]([C:33]2[CH:38]=[CH:37][CH:36]=[CH:35][CH:34]=2)[N:31]=[C:30]([CH:39]=O)[CH:29]=1)[CH:25]([CH3:27])[CH3:26]>>[CH2:24]([C:28]1[N:32]([C:33]2[CH:38]=[CH:37][CH:36]=[CH:35][CH:34]=2)[N:31]=[C:30]([CH2:39][NH:21][CH2:20][CH2:19][N:16]2[CH2:15][CH2:14][N:13]([CH:6]([C:7]3[CH:8]=[CH:9][CH:10]=[CH:11][CH:12]=3)[C:5]3[CH:4]=[CH:3][C:2]([Cl:1])=[CH:23][CH:22]=3)[CH2:18][CH2:17]2)[CH:29]=1)[CH:25]([CH3:27])[CH3:26]. Reported procedure: Compound 96 was prepared using the same method as that of Example 1 except that 4-(4-chlorobenzhydryl)piperazin-1-ylethylamine and 5-iso-butyl-1-phenylpyrazole-3-carbaldehyde were used. Reactants: CC(C)[Mg+], [Cl-], [Cl-], Cl, O=Cc1cccc([N+](=O)[O-])c1F, Ic1c[nH]c2ncncc12, C1CCOC1, Cc1ccccc1[Mg+]. Yields the product O=[N+]([O-])c1cccc(C(O)c2c[nH]c3ncncc23)c1F. RXN SMILES: [CH:21]([Mg+:22])([CH3:23])[CH3:24].[Cl-:11].[Cl-:20].[ClH:37].[F:25][c:26]1[c:27]([CH:28]=[O:29])[cH:30][cH:31][cH:32][c:33]1[N+:34](=[O:35])[O-:36].[I:1][c:2]1[cH:3][nH:4][c:5]2[n:6][cH:7][n:8][cH:9][c:10]12.[O:38]1[CH2:39][CH2:40][CH2:41][CH2:42]1.[c:12]1([CH3:13])[cH:14][cH:15][cH:16][cH:17][c:18]1[Mg+:19]>>[c:2]1([CH:28]([c:27]2[c:26]([F:25])[c:33]([N+:34](=[O:35])[O-:36])[cH:32][cH:31][cH:30]2)[OH:29])[cH:3][nH:4][c:5]2[n:6][cH:7][n:8][cH:9][c:10]12. The reactants are CC(C)(C)OC(=O)C(=NOCC(=O)NN)c1csc(N)n1, CC(=O)Oc1ccc(C(=O)O)cc1OC(C)=O, ClCCl, CO, [Cl-]. Product: CC(=O)Oc1ccc(C(=O)NNC(=O)CON=C(C(=O)OC(C)(C)C)c2csc(N)n2)cc1OC(C)=O, Cl. Reaction SMILES: [C:1]([CH3:2])([CH3:3])([CH3:4])[O:5][C:6]([C:7](=[N:8][O:9][CH2:10][C:11]([NH:12][NH2:13])=[O:14])[c:15]1[n:16][c:17]([NH2:20])[s:18][cH:19]1)=[O:21].[C:23]([CH3:24])(=[O:25])[O:26][c:27]1[cH:28][c:29]([C:30](=[O:31])[OH:32])[cH:33][cH:34][c:35]1[O:36][C:37]([CH3:38])=[O:39].[CH2:42]([Cl:43])[Cl:44].[CH3:40][OH:41].[Cl-:22]>>[C:1]([CH3:2])([CH3:3])([CH3:4])[O:5][C:6]([C:7](=[N:8][O:9][CH2:10][C:11]([NH:12][NH:13][C:30]([c:29]1[cH:28][c:27]([O:26][C:23]([CH3:24])=[O:25])[c:35]([O:36][C:37]([CH3:38])=[O:39])[cH:34][cH:33]1)=[O:31])=[O:14])[c:15]1[n:16][c:17]([NH2:20])[s:18][cH:19]1)=[O:21].[ClH:22]. Starting materials: ClC1=CC=C(C=C1)C1(CCC1)CC#N (2-[1-(4-chlorophenyl)cyclobutyl]acetonitrile), Cl (hydrochloric acid), CCOCC (ether), CBr (methyl bromide), [Mg] (magnesium), CCOCC (ether). Product: ClC1=CC=C(C=C1)C1(CCC1)CC(C)=O (1-[1-(4-chlorophenyl)cyclobutyl]propan-2-one). Reaction SMILES: [Cl:1][C:2]1[CH:7]=[CH:6][C:5]([C:8]2([CH2:12]C#N)[CH2:11][CH2:10][CH2:9]2)=[CH:4][CH:3]=1.CBr.[Mg].Cl.CC[O:21][CH2:22][CH3:23]>>[Cl:1][C:2]1[CH:7]=[CH:6][C:5]([C:8]2([CH2:12][C:22](=[O:21])[CH3:23])[CH2:11][CH2:10][CH2:9]2)=[CH:4][CH:3]=1. Reported procedure: A solution of 2-[1-(4-chlorophenyl)cyclobutyl]acetonitrile (30 g) prepared as described in Example 1 in ether (100 ml) was added to the reaction product of methyl bromide gas and magnesium turnings (5.95 g) in ether (80 ml). The mixture was heated under reflux for four hours. Ice and then concentrated hydrochloric acid (105 ml) were added and the mixture heated under reflux until all solid material had dissolved. The aqueous layer was washed with ether and the ether used for washing was combined... Starting materials: FC1=CC=C(C=C1)C(O)(C1CCNCC1)C1=CC=C(C=C1)F ([α,α-bis(p-fluorophenyl)]-4-piperidinemethanol), ClCCCOC1=CC=C(C=C1)[N+](=O)[O-] (1-(3-chloropropoxy)-4-nitrobenzene). Reagents/catalysts: [I-].[K+] (potassium iodide). The product is FC1=CC=C(C=C1)C(O)(C1CCN(CC1)CCCOC1=CC=C(C=C1)[N+](=O)[O-])C1=CC=C(C=C1)F (α,α-Bis(4-fluorophenyl)-1-[3-(4-nitrophenoxy)propyl]-4-piperidinemethanol). The yield is 72.5%. RXN SMILES: [F:1][C:2]1[CH:7]=[CH:6][C:5]([C:8]([C:16]2[CH:21]=[CH:20][C:19]([F:22])=[CH:18][CH:17]=2)([CH:10]2[CH2:15][CH2:14][NH:13][CH2:12][CH2:11]2)[OH:9])=[CH:4][CH:3]=1.Cl[CH2:24][CH2:25][CH2:26][O:27][C:28]1[CH:33]=[CH:32][C:31]([N+:34]([O-:36])=[O:35])=[CH:30][CH:29]=1>[I-].[K+]>[F:1][C:2]1[CH:7]=[CH:6][C:5]([C:8]([C:16]2[CH:17]=[CH:18][C:19]([F:22])=[CH:20][CH:21]=2)([CH:10]2[CH2:11][CH2:12][N:13]([CH2:24][CH2:25][CH2:26][O:27][C:28]3[CH:33]=[CH:32][C:31]([N+:34]([O-:36])=[O:35])=[CH:30][CH:29]=3)[CH2:14][CH2:15]2)[OH:9])=[CH:4][CH:3]=1 |f:2.3|. Reported procedure: Following the procedure of Example 1 and using potassium iodide catalyst, a mixture of 9.1 g (0.03 mole) of [α,α-bis(p-fluorophenyl)]-4-piperidinemethanol and 6.7 g (0.03 mole) of 1-(3-chloropropoxy)-4-nitrobenzene were reacted to give 10.5 g of the title compound which was recrystallized from isopropyl ether, m.p. 93.5°-94.5° C.